From a dataset of the Open Reaction Database (ORD), a public repository of structured organic reaction records. describe an organic reaction: reactants, conditions, products, and yield The product is COCCOc1cc2c(cc1-n1cccc1)NC(=O)CC(c1cccc(C#N)c1)=N2. The reactants are COCCOc1cc(NC(=O)OC(C)(C)C)c(NC(=O)CC(=O)c2cccc(C#N)c2)cc1-n1cccc1, ClCCl, O=C(O)C(F)(F)F. RXN SMILES: [C:1]([O:2][C:3](=[O:4])[NH:7][c:8]1[c:9]([NH:24][C:25]([CH2:26][C:27](=[O:5])[c:29]2[cH:30][c:31]([C:35]#[N:36])[cH:32][cH:33][cH:34]2)=[O:37])[cH:10][c:11](-[n:19]2[cH:20][cH:21][cH:22][cH:23]2)[c:12]([O:14][CH2:15][CH2:16][O:17][CH3:18])[cH:13]1)([CH3:6])([CH3:28])[CH3:38].[Cl:46][CH2:47][Cl:48].[F:39][C:40]([F:41])([F:42])[C:43]([OH:44])=[O:45]>>[N:7]1=[C:27]([c:29]2[cH:30][c:31]([C:35]#[N:36])[cH:32][cH:33][cH:34]2)[CH2:26][C:25](=[O:37])[NH:24][c:9]2[c:8]1[cH:13][c:12]([O:14][CH2:15][CH2:16][O:17][CH3:18])[c:11](-[n:19]1[cH:20][cH:21][cH:22][cH:23]1)[cH:10]2. Starting materials: C1(CCCCC1)N=C=NC1CCCCC1 (N,N′-Dicyclohexylcarbodiimide), FC(C1=CC(=CC=C1)C(=O)O)(F)F (α,α,α-trifluoro-m-toluic acid), FC1=C(C(=C(C(=C1O)F)F)F)F (pentafluorophenol). The solvent is C1CCOC1 (THF). Conditions: time 3.5 hour. The product is FC(C=1C=C(C(=O)OC2=C(C(=C(C(=C2F)F)F)F)F)C=CC1)(F)F (perfluorophenyl 3-(trifluoromethyl)benzoate). Isolated yield 90.1%. RXN SMILES: C1(N=C=NC2CCCCC2)CCCCC1.[F:16][C:17]([F:28])([F:27])[C:18]1[CH:23]=[CH:22][CH:21]=[C:20]([C:24]([OH:26])=[O:25])[CH:19]=1.[F:29][C:30]1[C:35](O)=[C:34]([F:37])[C:33]([F:38])=[C:32]([F:39])[C:31]=1[F:40]>C1COCC1>[F:16][C:17]([F:27])([F:28])[C:18]1[CH:19]=[C:20]([CH:21]=[CH:22][CH:23]=1)[C:24]([O:26][C:35]1[C:34]([F:37])=[C:33]([F:38])[C:32]([F:39])=[C:31]([F:40])[C:30]=1[F:29])=[O:25]. Procedure: N,N′-Dicyclohexylcarbodiimide (1.1 g, 5.3 mol) was added to a solution of α,α,α-trifluoro-m-toluic acid (1.0 g, 5.3 mmol) and pentafluorophenol (1.1 g, 5.8 mmol) in THF (10.0 mL). After stirring for 3.5 h, the solvent was removed under vacuum. The residue was dissolved in Et2O (20 mL), filtered, and washed with brine (2×10 mL), dried over Na2SO4, filtered, and evaporated to dryness to provide compound perfluorophenyl 3-(trifluoromethyl)benzoate as a yellow oil (1.7 g, 90%): 1H NMR (300 MHz, CD3O... Starting materials: ClC=1C=C(C=CC1)C1N=C(NC(=C1C(=O)OCC1=CC=CC=C1)C)OC (benzyl 4-(3-chlorophenyl)-2-methoxy-6-methyl-1,4-dihydropyrimidine-5-carboxylate), ClC(=O)OC1=CC=C(C=C1)[N+](=O)[O-] (p-nitrophenyl chloroformate), C(O)([O-])=O.[Na+] (sodium hydrogencarbonate). The solvent is ClCCl (dichloromethane), ClCCl (dichloromethane). Reaction conditions: time 24 hour. Yields the product ClC=1C=C(C=CC1)C1N(C(NC(=C1C(=O)OCC1=CC=CC=C1)C)=O)C(NCCC(C1=CC=CC=C1)C1=CC=CC=C1)=O (benzyl 4-(3-chlorophenyl)-3-(3,3-diphenylpropylcarbamoyl)-6-methyl-2-oxo-1,2,3,4-tetrahydropyrimidine-5-carboxylate). Reaction SMILES: [Cl:1][C:2]1[CH:3]=[C:4]([CH:8]2[C:13]([C:14]([O:16][CH2:17][C:18]3[CH:23]=[CH:22][CH:21]=[CH:20][CH:19]=3)=[O:15])=[C:12]([CH3:24])[NH:11][C:10]([O:25]C)=[N:9]2)[CH:5]=[CH:6][CH:7]=1.ClC(O[C:31]1[CH:36]=[CH:35][C:34]([N+]([O-])=O)=[CH:33][CH:32]=1)=O.[C:40](=[O:43])([O-])O.[Na+]>ClCCl>[Cl:1][C:2]1[CH:3]=[C:4]([CH:8]2[C:13]([C:14]([O:16][CH2:17][C:18]3[CH:23]=[CH:22][CH:21]=[CH:20][CH:19]=3)=[O:15])=[C:12]([CH3:24])[NH:11][C:10](=[O:25])[N:9]2[C:40](=[O:43])[NH:11][CH2:12][CH2:13][CH:8]([C:31]2[CH:32]=[CH:33][CH:34]=[CH:35][CH:36]=2)[C:4]2[CH:5]=[CH:6][CH:7]=[CH:2][CH:3]=2)[CH:5]=[CH:6][CH:7]=1 |f:2.3|. Reported procedure: 558 mg (1.50 mmol) of benzyl 4-(3-chlorophenyl)-2-methoxy-6-methyl-1,4-dihydropyrimidine-5-carboxylate and 364 mg (1.81 mmol) of p-nitrophenyl chloroformate were dissolved in 10 ml of dichloromethane. 1 ml of saturated sodium hydrogencarbonate solution was added to the obtained solution at 0° C., and they were stirred at room temperature for 24 hours. The reaction mixture was diluted with dichloromethane and then washed with water and saturated aqueous sodium chloride solution. The organic layer...